This data is from the Open Reaction Database (ORD), a public repository of structured organic reaction records. The task is: describe an organic reaction: reactants, conditions, products, and yield The reactants are FC(CN)(F)F (trifluoroethylamine), C(C1=CC=CC=C1)(=O)N=C=S (benzoyl isothiocyanate). Solvent: C(Cl)(Cl)Cl (chloroform), C(Cl)(Cl)Cl (chloroform). Run at time 16 hour. The product is C(C1=CC=CC=C1)(=O)NC(=S)NCC(F)(F)F (1-Benzoyl-3-(2,2,2-trifluoroethyl)-thiourea). The yield is 95.3%. Reaction SMILES: [F:1][C:2]([F:6])([F:5])[CH2:3][NH2:4].[C:7]([N:15]=[C:16]=[S:17])(=[O:14])[C:8]1[CH:13]=[CH:12][CH:11]=[CH:10][CH:9]=1>C(Cl)(Cl)Cl>[C:7]([NH:15][C:16]([NH:4][CH2:3][C:2]([F:6])([F:5])[F:1])=[S:17])(=[O:14])[C:8]1[CH:13]=[CH:12][CH:11]=[CH:10][CH:9]=1. Procedure: Dissolve trifluoroethylamine (2.2 g, 22 mmol) in chloroform (20 mL) and add the solution to a mixture of benzoyl isothiocyanate (3.5 g, 22 mmol) in chloroform (20 mL) at room temperature. Stir the mixture in a sealed flask for 16 h at room temperature. Concentrate the mixture in vacuo to obtain the desired intermediate as a solid (5.5 g, 95%). MS (ES+) m/z: 263 (M+H)+. Product: O=C1C2C3C2C(C(N1)C3)C3=NC=1N(C(N(C(C1N3)=O)CCC)=O)CCC (8-(3-Oxo-4-aza-tricyclo[3.2.1.02,7]oct-6-yl)-1,3-dipropyl-3,7-dihydro-purine-2,6-dione). The reactants are O=C1C2C(C3C(C13)C2)C2=NC=1N(C(N(C(C1N2)=O)CCC)=O)CCC (8-(5-Oxo-tricyclo[2.2.1.02,6]hept-3-yl)-1,3-dipropyl-3,7-dihydro-purine-2,6-dione), NOS(=O)(=O)O (H2NOSO3H), C(=O)(O)[O-].[Na+] (NaHCO3). As a reaction SMILES: [O:1]=[C:2]1[CH:7]2[CH:5]3[CH:6]2[CH2:8][CH:3]1[CH:4]3[C:9]1[NH:17][C:16]2[C:15](=[O:18])[N:14]([CH2:19][CH2:20][CH3:21])[C:13](=[O:22])[N:12]([CH2:23][CH2:24][CH3:25])[C:11]=2[N:10]=1.[NH2:26]OS(O)(=O)=O.C([O-])(O)=O.[Na+]>CC(O)=O>[O:1]=[C:2]1[NH:26][CH:3]2[CH2:8][CH:6]3[CH:5]([CH:4]2[C:9]2[NH:17][C:16]4[C:15](=[O:18])[N:14]([CH2:19][CH2:20][CH3:21])[C:13](=[O:22])[N:12]([CH2:23][CH2:24][CH3:25])[C:11]=4[N:10]=2)[CH:7]13 |f:2.3|. Procedure details: 8-(5-Oxo-tricyclo[2.2.1.02,6]hept-3-yl)-1,3-dipropyl-3,7-dihydro-purine-2,6-dione (150 mg) was taken in HOAc (5 ml) and H2NOSO3H (100 mg) was added and refluxed for 5 hrs. Cooled to room temperature, treated with ice, sat NaHCO3, extracted with ethyl acetate, washed with brine, and dried over MgSO4. After concentration, the crude product was crystallized from acetone/water. Yield (135 mg). Mass (ES+358). Run in CC(=O)O (HOAc). Reactants: COc1ccc(COc2ccc(C(=O)Nc3ccc(Oc4ccccc4)cc3C(=O)O)cc2Cl)cc1OC, COc1ccccc1CCN, CC(C)N=C=NC(C)C, CN(C)C=O, On1nnc2ccccc21. Yields the product COc1ccccc1CCNC(=O)c1cc(Oc2ccccc2)ccc1NC(=O)c1ccc(OCc2ccc(OC)c(OC)c2)c(Cl)c1. RXN SMILES: [CH3:1][O:2][c:3]1[cH:4][c:5]([CH2:6][O:7][c:8]2[c:9]([Cl:33])[cH:10][c:11]([C:12](=[O:13])[NH:14][c:15]3[c:16]([C:17](=[O:18])[OH:19])[cH:20][c:21]([O:24][c:25]4[cH:26][cH:27][cH:28][cH:29][cH:30]4)[cH:22][cH:23]3)[cH:31][cH:32]2)[cH:34][cH:35][c:36]1[O:37][CH3:38].[CH3:58][O:59][c:60]1[c:61]([CH2:62][CH2:63][NH2:64])[cH:65][cH:66][cH:67][cH:68]1.[CH:49]([N:50]=[C:51]=[N:52][CH:53]([CH3:54])[CH3:55])([CH3:56])[CH3:57].[O:69]=[CH:70][N:71]([CH3:72])[CH3:73].[OH:39][n:40]1[c:41]2[c:42]([cH:43][cH:44][cH:45][cH:46]2)[n:47][n:48]1>>[CH3:1][O:2][c:3]1[cH:4][c:5]([CH2:6][O:7][c:8]2[c:9]([Cl:33])[cH:10][c:11]([C:12](=[O:13])[NH:14][c:15]3[c:16]([C:17](=[O:18])[NH:64][CH2:63][CH2:62][c:61]4[c:60]([O:59][CH3:58])[cH:68][cH:67][cH:66][cH:65]4)[cH:20][c:21]([O:24][c:25]4[cH:26][cH:27][cH:28][cH:29][cH:30]4)[cH:22][cH:23]3)[cH:31][cH:32]2)[cH:34][cH:35][c:36]1[O:37][CH3:38]. Reactants: NC1=NC(=C(C(=C1C(=O)N)C1=CC=C(C=C1)OCCO)C#N)SCC=1N=C(SC1)C1=CC=C(C=C1)Cl (2-Amino-6-({[2-(4-chlorophenyl)-1,3-thiazol-4-yl]methyl}sulfanyl)-5-cyano-4-[4-(2-hydroxyethoxy)phenyl]pyridine-3-carboxamide), O.C1(=CC=C(C=C1)S(=O)(=O)O)C (4-toluenesulfonic acid monohydrate). The solvent is CC(=O)C (acetone). The product is ClC1=CC=C(C=C1)C=1SC=C(N1)CSC=1C(=C(C2=C(NC(NC2=O)(C)C)N1)C1=CC=C(C=C1)OCCO)C#N (7-({[2-(4-Chlorophenyl)-1,3-thiazol-4-yl]methyl}sulfanyl)-5-[4-(2-hydroxyethoxy)phenyl]-2,2-dimethyl-4-oxo-1,2,3,4-tetrahydropyrido[2,3-d]pyrimidine-6-carbonitrile). Reaction SMILES: [NH2:1][C:2]1[C:7]([C:8]([NH2:10])=[O:9])=[C:6]([C:11]2[CH:16]=[CH:15][C:14]([O:17][CH2:18][CH2:19][OH:20])=[CH:13][CH:12]=2)[C:5]([C:21]#[N:22])=[C:4]([S:23][CH2:24][C:25]2[N:26]=[C:27]([C:30]3[CH:35]=[CH:34][C:33]([Cl:36])=[CH:32][CH:31]=3)[S:28][CH:29]=2)[N:3]=1.O.[C:38]1(C)[CH:43]=CC(S(O)(=O)=O)=C[CH:39]=1>CC(C)=O>[Cl:36][C:33]1[CH:32]=[CH:31][C:30]([C:27]2[S:28][CH:29]=[C:25]([CH2:24][S:23][C:4]3[C:5]([C:21]#[N:22])=[C:6]([C:11]4[CH:12]=[CH:13][C:14]([O:17][CH2:18][CH2:19][OH:20])=[CH:15][CH:16]=4)[C:7]4[C:8](=[O:9])[NH:10][C:38]([CH3:43])([CH3:39])[NH:1][C:2]=4[N:3]=3)[N:26]=2)=[CH:35][CH:34]=1 |f:1.2|. Procedure details: 50 mg (0.093 mmol) of the compound from Example 22A were initially charged in 2 ml of acetone, a spatula tip of 4-toluenesulfonic acid monohydrate was added and the mixture was stirred at reflux for 1 h. After cooling, the reaction solution was concentrated and the residue was purified directly by preparative HPLC (Chromasil, water/acetonitrile+0.1% TFA). The reactants are CC(\C=C\C(C)O)O ((E)-hex-3-ene-2,5-diol), [I-].[K+] (potassium iodide), C(CCC)(O)O (butanediol), C(C)(=O)OC=1C=C(C=C(C(=O)Cl)C1)C(=O)Cl (5-acetoxy isophthaloyl chloride), N12CCN(CC1)CC2 (1,4-diazabicyclo[2.2.2]octane). Run in N1=CC=CC=C1 (pyridine), N1=CC=CC=C1 (pyridine). Run at time 24 hour. Yields the product CC(\C=C\C(C)O)O.C(C)(=O)OC=1C=C(C=C(C(=O)Cl)C1)C(=O)Cl ((E)-Hex-3-ene-2,5-diol 5-acetoxy isophthaloyl chloride). As a reaction SMILES: [CH3:1][CH:2]([OH:8])/[CH:3]=[CH:4]/[CH:5]([OH:7])[CH3:6].[C:9]([O:12][C:13]1[CH:14]=[C:15]([C:22]([Cl:24])=[O:23])[CH:16]=[C:17]([CH:21]=1)[C:18]([Cl:20])=[O:19])(=[O:11])[CH3:10].N12CCN(CC1)CC2.[I-].[K+].C(O)(O)CCC>N1C=CC=CC=1>[CH3:1][CH:2]([OH:8])/[CH:3]=[CH:4]/[CH:5]([OH:7])[CH3:6].[C:9]([O:12][C:13]1[CH:21]=[C:17]([C:18]([Cl:20])=[O:19])[CH:16]=[C:15]([CH:14]=1)[C:22]([Cl:24])=[O:23])(=[O:11])[CH3:10] |f:3.4,7.8|. Procedure: A solution of 2(E)-hex-3-ene-2,5-diol (122) (0.441 g, 3.8 mmol), 5-acetoxy isophthaloyl chloride (117) (1.044 g, 4.0 mmol), a catalytic amount of 1,4-diazabicyclo[2.2.2]octane, and a catalytic amount of potassium iodide in 20 mL of pyridine was brought to 50° C. while stirring under nitrogen. After 24 hours, butanediol (0.072 g, 0.8 mmol) diluted in 10 mL of pyridine was added to the reaction mixture using a syringe pump over 8 hours. The solution was then quenched in 200 mL of cold 1N hydrochlo... Reactants: P(=O)([O-])([O-])[O-].[K+].[K+].[K+] (tripotassium phosphate), C(=C)(C)B1OC(C)(C)C(C)(C)O1 (Isopropenylboronic acid pinacol ester), C(C)OC(=O)C=1C=NN(C1C)C1=NC=C(C=C1)Br (1-(5-bromopyridin-2-yl)-5-methyl-1H-pyrazole-4-carboxylic acid ethyl ester), C1(CCCCC1)P(C1=C(C=CC=C1)C1=C(C=CC=C1OC)OC)C1CCCCC1 (2-dicyclohexylphosphino-2′,6′-dimethoxybiphenyl). Reagents/catalysts: C(C)(=O)[O-].[Pd+2].C(C)(=O)[O-] (palladium (II) acetate). Solvent: O1CCCC1 (tetrahydrofuran), O (Water). Reaction conditions: temperature 100 celsius, time 8 hour. The product is C(C)(C)C=1C=CC(=NC1)N1N=CC(=C1C)C(=O)O (1-(5-Isopropylpyridin-2-yl)-5-methyl-1H-pyrazole-4-carboxylic acid). As a reaction SMILES: C(B1O[C:9]([CH3:11])([CH3:10])[C:6]([CH3:8])([CH3:7])O1)(C)=C.C([O:15][C:16]([C:18]1[CH:19]=[N:20][N:21]([C:24]2[CH:29]=CC(Br)=C[N:25]=2)[C:22]=1[CH3:23])=[O:17])C.C1(P(C2CCCCC2)C2C=CC=CC=2C2C(OC)=CC=CC=2OC)CCCCC1.P([O-])([O-])([O-])=O.[K+].[K+].[K+]>C([O-])(=O)C.[Pd+2].C([O-])(=O)C.O.O1CCCC1>[CH:9]([C:6]1[CH:7]=[CH:29][C:24]([N:21]2[C:22]([CH3:23])=[C:18]([C:16]([OH:17])=[O:15])[CH:19]=[N:20]2)=[N:25][CH:8]=1)([CH3:10])[CH3:11] |f:3.4.5.6,7.8.9|. Procedure details: Isopropenylboronic acid pinacol ester (5.2 ml) was added to 1-(5-bromopyridin-2-yl)-5-methyl-1H-pyrazole-4-carboxylic acid ethyl ester (6.2 g) described in Reference Example 24(2), palladium (II) acetate (448 mg), 2-dicyclohexylphosphino-2′,6′-dimethoxybiphenyl (S-Phos) (820 mg), tripotassium phosphate (0.6 g) and tetrahydrofuran (20 ml), and the mixture was stirred at 100° C. for 8 hours. Water was added and the reaction mixture was extracted with ethyl acetate and the organic layer was washed ... Procedure: In a manner similar to that of Example 1, H2O2 (>95%) was combined with pentafluoropropionic anhydride to give bis(pentafluoropropanoyl) peroxide (δ−85.1, −121.3) in pentafluoropropionic acid. Reaction SMILES: [OH:1][OH:2].FC(F)(F)C(F)(F)C([O:8][C:9](=O)[C:10]([F:16])([F:15])[C:11]([F:14])([F:13])[F:12])=O>FC(F)(F)C(F)(F)C(O)=O>[F:15][C:10]([F:16])([C:11]([F:12])([F:13])[F:14])[C:9]([O:1][O:2][C:9](=[O:8])[C:10]([F:16])([F:15])[C:11]([F:14])([F:13])[F:12])=[O:8]. Reactants: OO (H2O2), FC(C(C(=O)OC(C(C(F)(F)F)(F)F)=O)(F)F)(F)F (pentafluoropropionic anhydride). Yields the product FC(C(=O)OOC(C(C(F)(F)F)(F)F)=O)(C(F)(F)F)F (bis(pentafluoropropanoyl) peroxide). Run in FC(C(C(=O)O)(F)F)(F)F (pentafluoropropionic acid). Reactants: S(O)(O)(=O)=O (sulfuric acid), SO2, S(O)(O)=O (sulfurous acid), S(=O)(=O)([O-])[O-].[NH4+].[NH4+] (ammonium sulfate), CN(C1=CC=CC=C1)C (dimethyl aniline), CN(C1=CC=CC=C1)C (dimethyl aniline), S(O)(O)=O (sulfurous acid). The product is S(=O)(O)O.CN(C1=CC=CC=C1)C (dimethyl aniline sulfite). As a reaction SMILES: [CH3:1][N:2]([CH3:9])[C:3]1[CH:8]=[CH:7][CH:6]=[CH:5][CH:4]=1.[S:10](=[O:13])([OH:12])[OH:11].S(=O)(=O)(O)O.S([O-])([O-])(=O)=O.[NH4+].[NH4+]>>[S:10]([OH:13])([OH:12])=[O:11].[CH3:1][N:2]([CH3:9])[C:3]1[CH:8]=[CH:7][CH:6]=[CH:5][CH:4]=1 |f:3.4.5,6.7|. Procedure: The SO2 -lean and dimethyl aniline-enriched effluent gas from absorber section 5 of tower 6 which contains about 0.15 percent by volume SO2 and about 800-900 p.p.m. of gaseous dimethyl aniline, passes upwardly sequentially through sulfurous acid scrubbing section 9 and sulfuric acid scrubbing section 10. A tail gas containing 0.05 percent by volume SO2 and virtually free of gaseous dimethyl aniline is withdrawn from sulfuric acid scrubbing section 10 through line 18. Substantially pure SO2 gas b... The reactants are O=P12OP3(=O)OP(=O)(O1)OP(=O)(O2)O3 (P2O5), C(F)(F)(F)S(=O)(=O)O (CF3SO3H). Conditions: time 18 hour. Yields the product S(=O)(=O)(C(F)(F)F)OS(=O)(=O)C(F)(F)F (Triflic anhydride), 119.45. RXN SMILES: O=P12OP3(OP(OP(O3)(O1)=O)(=O)O2)=O.[C:15]([S:19]([OH:22])(=[O:21])=[O:20])([F:18])([F:17])[F:16]>>[S:19]([O:22][S:19]([C:15]([F:18])([F:17])[F:16])(=[O:21])=[O:20])([C:15]([F:18])([F:17])[F:16])(=[O:21])=[O:20]. Procedure details: Triflic anhydride was prepared as follows: 170 g. (100 ml.) CF3SO3H ("Fluorochemic acid" 3M Company) and 135 g. P2O5 were mixed carefully, shaken well, and stored 18 hours protected from moisture. The product was distilled from the resulting solid mass using a flame; the fraction boiling 80°-90° C. was collected. Re-distillation of this fraction yielded 119.45 . (74%) of triflic anhydride boiling 82°-84° C.